From a dataset of the Open Reaction Database (ORD), a public repository of structured organic reaction records. describe an organic reaction: reactants, conditions, products, and yield The reactants are CC(C)(C)OC(=O)N1CCCC(CO)C1, Oc1ccc(-c2ccc(Cl)cc2)cc1, C1CCOC1, O, c1ccc(P(c2ccccc2)c2ccccc2)cc1. Product: CC(C)(C)OC(=O)N1CCCC(COc2ccc(-c3ccc(Cl)cc3)cc2)C1. RXN SMILES: [C:1]([CH3:2])([CH3:3])([CH3:4])[O:5][C:6](=[O:7])[N:8]1[CH2:9][CH:10]([CH2:14][OH:15])[CH2:11][CH2:12][CH2:13]1.[Cl:16][c:17]1[cH:18][cH:19][c:20](-[c:23]2[cH:24][cH:25][c:26]([OH:29])[cH:27][cH:28]2)[cH:21][cH:22]1.[O:50]1[CH2:51][CH2:52][CH2:53][CH2:54]1.[OH2:49].[c:30]1([P:31]([c:32]2[cH:33][cH:34][cH:35][cH:36][cH:37]2)[c:38]2[cH:39][cH:40][cH:41][cH:42][cH:43]2)[cH:44][cH:45][cH:46][cH:47][cH:48]1>>[C:1]([CH3:2])([CH3:3])([CH3:4])[O:5][C:6](=[O:7])[N:8]1[CH2:9][CH:10]([CH2:14][O:15][c:26]2[cH:25][cH:24][c:23](-[c:20]3[cH:19][cH:18][c:17]([Cl:16])[cH:22][cH:21]3)[cH:28][cH:27]2)[CH2:11][CH2:12][CH2:13]1.